describe an organic reaction: reactants, conditions, products, and yield From a dataset of the Open Reaction Database (ORD), a public repository of structured organic reaction records. Reactants: Cl.NC1[C@@H]2N(C(=C(CS2)CCl)C(=O)OC(C2=CC=CC=C2)C2=CC=CC=C2)C1=O (benzhydryl 7-amino-3-chloromethyl-3-cephem-4-carboxylate hydrochloride), P(Cl)(Cl)(Cl)(Cl)Cl (Phosphorus pentachloride), C(C)(C)(C)OC(=O)C1(CCC1)O\N=C(/C(=O)O)\C=1N=C(SC1)NC(C1=CC=CC=C1)(C1=CC=CC=C1)C1=CC=CC=C1 ((Z)-2-(1-t-butoxycarbonylcyclobut-1-oxyimino)-2-(2-tritylaminothiazol-4-yl)acetic acid), acid chloride, 7-ACA ester. Solvent: C(Cl)Cl (methylene chloride), C(Cl)Cl (methylene chloride). Reaction conditions: time 1 hour. Product: C(C)(C)(C)OC(=O)C1(CCC1)O\N=C(/C(=O)NC1[C@@H]2N(C(=C(CS2)CCl)C(=O)OC(C2=CC=CC=C2)C2=CC=CC=C2)C1=O)\C=1N=C(SC1)NC(C1=CC=CC=C1)(C1=CC=CC=C1)C1=CC=CC=C1 (Diphenylmethyl 7-[(Z)-2-(1-t-Butoxycarbonylcyclobut-1-oxyimino)-2-(2-tritylaminothiazol-4-yl)acetamido]-3-chloromethyl-3-cephem-4-carboxylate). Reaction SMILES: P(Cl)(Cl)(Cl)(Cl)Cl.[C:7]([O:11][C:12]([C:14]1([O:18]/[N:19]=[C:20](/[C:24]2[N:25]=[C:26]([NH:29][C:30]([C:43]3[CH:48]=[CH:47][CH:46]=[CH:45][CH:44]=3)([C:37]3[CH:42]=[CH:41][CH:40]=[CH:39][CH:38]=3)[C:31]3[CH:36]=[CH:35][CH:34]=[CH:33][CH:32]=3)[S:27][CH:28]=2)\[C:21]([OH:23])=O)[CH2:17][CH2:16][CH2:15]1)=[O:13])([CH3:10])([CH3:9])[CH3:8].Cl.[NH2:50][CH:51]1[C:76](=[O:77])[N:53]2[C:54]([C:60]([O:62][CH:63]([C:70]3[CH:75]=[CH:74][CH:73]=[CH:72][CH:71]=3)[C:64]3[CH:69]=[CH:68][CH:67]=[CH:66][CH:65]=3)=[O:61])=[C:55]([CH2:58][Cl:59])[CH2:56][S:57][C@H:52]12>C(Cl)Cl>[C:7]([O:11][C:12]([C:14]1([O:18]/[N:19]=[C:20](/[C:24]2[N:25]=[C:26]([NH:29][C:30]([C:43]3[CH:48]=[CH:47][CH:46]=[CH:45][CH:44]=3)([C:31]3[CH:32]=[CH:33][CH:34]=[CH:35][CH:36]=3)[C:37]3[CH:42]=[CH:41][CH:40]=[CH:39][CH:38]=3)[S:27][CH:28]=2)\[C:21]([NH:50][CH:51]2[C:76](=[O:77])[N:53]3[C:54]([C:60]([O:62][CH:63]([C:64]4[CH:65]=[CH:66][CH:67]=[CH:68][CH:69]=4)[C:70]4[CH:75]=[CH:74][CH:73]=[CH:72][CH:71]=4)=[O:61])=[C:55]([CH2:58][Cl:59])[CH2:56][S:57][C@H:52]23)=[O:23])[CH2:15][CH2:16][CH2:17]1)=[O:13])([CH3:10])([CH3:8])[CH3:9] |f:2.3|. Procedure details: Phosphorus pentachloride (1.46 g, 7 mmoles) was added to a suspension of (Z)-2-(1-t-butoxycarbonylcyclobut-1-oxyimino)-2-(2-tritylaminothiazol-4-yl)acetic acid [IVe'] (4.09 g, 7 mmoles) in 70 mL of dry methylene chloride, and the mixture was stirred for 1 hour at room temperature. The acid chloride solution was added at -20° C. to a solution of silylated 7-ACA ester, which was prepared by adding BSA (5.6 mL, 21 mmoles) to a stirred suspension of benzhydryl 7-amino-3-chloromethyl-3-cephem-4-carbo... The reactants are CC(=O)O[BH-](OC(C)=O)OC(C)=O, CC(C)=O, CC(C)S(=O)(=O)CC1CNCCC1N1CCC(NC(=O)c2cccc(C(F)(F)F)c2)C1=O, ClCCCl, [Na+]. Yields the product CC(C)N1CCC(N2CCC(NC(=O)c3cccc(C(F)(F)F)c3)C2=O)C(CS(=O)(=O)C(C)C)C1. RXN SMILES: [C:37]([O:38][BH-:39]([O:40][C:41](=[O:42])[CH3:43])[O:44][C:45](=[O:46])[CH3:47])(=[O:48])[CH3:49].[CH3:33][C:34]([CH3:35])=[O:36].[CH:1]([CH3:2])([CH3:3])[S:4](=[O:5])(=[O:6])[CH2:7][CH:8]1[CH2:9][NH:10][CH2:11][CH2:12][CH:13]1[N:14]1[C:15](=[O:32])[CH:16]([NH:19][C:20]([c:21]2[cH:22][c:23]([C:27]([F:28])([F:29])[F:30])[cH:24][cH:25][cH:26]2)=[O:31])[CH2:17][CH2:18]1.[Cl:51][CH2:52][CH2:53][Cl:54].[Na+:50]>>[CH:1]([CH3:2])([CH3:3])[S:4](=[O:5])(=[O:6])[CH2:7][CH:8]1[CH2:9][N:10]([CH:34]([CH3:33])[CH3:35])[CH2:11][CH2:12][CH:13]1[N:14]1[C:15](=[O:32])[CH:16]([NH:19][C:20]([c:21]2[cH:22][c:23]([C:27]([F:28])([F:29])[F:30])[cH:24][cH:25][cH:26]2)=[O:31])[CH2:17][CH2:18]1.